Dataset: the Open Reaction Database (ORD), a public repository of structured organic reaction records. Task: describe an organic reaction: reactants, conditions, products, and yield Starting materials: ClC1=C(C(=CC(=C1)Cl)Cl)N1NC(=C2C1=NC(=NC2=O)CC2=CC=C(C=C2)NS(=O)(=O)C=C)C(C)C (1-(2,4,6-trichlorophenyl)-3-isopropyl-6-(4-(ethenesulfonamido)benzyl)pyrazolo[3,4-d]pyrimidin-4-one), C(C)NCC (diethylamine). Solvent: C1CCOC1 (THF), C1CCOC1 (THF). Reaction conditions: time 3 hour. Product: ClC1=C(C(=CC(=C1)Cl)Cl)N1NC(=C2C1=NC(=NC2=O)CC2=CC=C(C=C2)NS(=O)(=O)C=CN(C)C)C(C)C (1-(2,4,6-trichlorophenyl)-3-isopropyl-6-(4-(2-(dimethylamino)ethenesulfonamido) benzyl)pyrazolo[3,4-d]pyrimidin-4-one). Yield: 100.0%. Reaction SMILES: [Cl:1][C:2]1[CH:7]=[C:6]([Cl:8])[CH:5]=[C:4]([Cl:9])[C:3]=1[N:10]1[C:14]2=[N:15][C:16]([CH2:20][C:21]3[CH:26]=[CH:25][C:24]([NH:27][S:28]([CH:31]=[CH2:32])(=[O:30])=[O:29])=[CH:23][CH:22]=3)=[N:17][C:18](=[O:19])[C:13]2=[C:12]([CH:33]([CH3:35])[CH3:34])[NH:11]1.[CH2:36]([NH:38][CH2:39]C)C>C1COCC1>[Cl:1][C:2]1[CH:7]=[C:6]([Cl:8])[CH:5]=[C:4]([Cl:9])[C:3]=1[N:10]1[C:14]2=[N:15][C:16]([CH2:20][C:21]3[CH:22]=[CH:23][C:24]([NH:27][S:28]([CH:31]=[CH:32][N:38]([CH3:39])[CH3:36])(=[O:30])=[O:29])=[CH:25][CH:26]=3)=[N:17][C:18](=[O:19])[C:13]2=[C:12]([CH:33]([CH3:35])[CH3:34])[NH:11]1. Procedure: To a stirred, solution of 23 mg(0.042 mmol) of 1-(2,4,6-trichlorophenyl)-3-isopropyl-6-(4-(ethenesulfonamido)benzyl)pyrazolo[3,4-d]pyrimidin-4-one in 1 mL of THF was added 1 mL of 2M diethylamine in THF. The solution was stirred 3 h and concentrated under reduced pressure. The product was dissolved in 1 mL of benzene and 0.05 mL of MeOH, frozen, and lyophilized to afford 25 mg (100%) of 1-(2,4,6-trichlorophenyl)-3-isopropyl-6-(4-(2-(dimethylamino)ethenesulfonamido) benzyl)pyrazolo[3,4-d]pyrimidi...